Task: describe an organic reaction: reactants, conditions, products, and yield. Dataset: the Open Reaction Database (ORD), a public repository of structured organic reaction records Starting materials: CCOCC (ether), C(C)Br (ethyl bromide), [Mg] (magnesium), CCOCC (ether), [Mg] (magnesium), O1CCN(CC1)C1=CC=C(C=C1)C(C#N)O[Si](C)(C)C (2-(4-Morpholinophenyl)-2-trimethylsilyloxy-ethanenitrile), Cl (HCl). Run at temperature 0 celsius, time 2 hour. Product: C(C)[Mg]Br (Ethyl magnesium bromide), OC(C(CC)=O)C1=CC=C(C=C1)N1CCOCC1 (1-hydroxy-1-(4-morpholinophenyl)-butan-2-one). RXN SMILES: [CH2:1]([Br:3])[CH3:2].[Mg:4].[O:5]1[CH2:10][CH2:9][N:8]([C:11]2[CH:16]=[CH:15][C:14]([CH:17]([O:20][Si](C)(C)C)[C:18]#N)=[CH:13][CH:12]=2)[CH2:7][CH2:6]1.Cl.CC[O:28]CC>>[CH2:17]([Mg:4][Br:3])[CH3:18].[OH:20][CH:17]([C:14]1[CH:15]=[CH:16][C:11]([N:8]2[CH2:9][CH2:10][O:5][CH2:6][CH2:7]2)=[CH:12][CH:13]=1)[C:18](=[O:28])[CH2:1][CH3:2]. Procedure: Ethyl magnesium bromide in ether is prepared by slowly adding a solution of ethyl bromide in ether to magnesium at slight reflux. When all the magnesium is dissolved, the solution is cooled to 0° C. and a solution of one equivalent of 2-(4-morpholinophenyl)2-trimethylsilyloxy-ethanenitrile (prepared according to step 1.1) is slowly added. The reaction mixture is kept at room temperature for two hours and subsequently heated to reflux for a further five hours. After cooling the reaction mixture i... Reactants: BrC1=C(C(=CC=C1CC)[N+](=O)[O-])C=CN1CCCC1 (1-[2-(2-bromo-3-ethyl-6-nitro-phenyl)-vinyl]-pyrrolidine), resultant mixture. Reagents/catalysts: [Fe] (iron). Solvent: O (water), C(=O)([O-])[O-].[Na+].[Na+] (Na2CO3), CC(=O)O (AcOH), CC(=O)O (AcOH). Yields the product BrC1=C2C=CNC2=CC=C1CC (4-bromo-5-ethyl-1H-indole). The yield is 12.0%. RXN SMILES: [Br:1][C:2]1[C:7]([CH2:8][CH3:9])=[CH:6][CH:5]=[C:4]([N+]([O-])=O)[C:3]=1[CH:13]=[CH:14][N:15]1CCCC1>CC(O)=O.O.C([O-])([O-])=O.[Na+].[Na+].[Fe]>[Br:1][C:2]1[C:7]([CH2:8][CH3:9])=[CH:6][CH:5]=[C:4]2[C:3]=1[CH:13]=[CH:14][NH:15]2 |f:3.4.5|. Procedure: A solution of crude 1-[2-(2-bromo-3-ethyl-6-nitro-phenyl)-vinyl]-pyrrolidine from Step 3 in 80 mL of AcOH was added in one portion to a refluxing suspension of iron (13 g) in 50 mL of AcOH. The resultant mixture was refluxed for 2 hrs. After cooling, the mixture was diluted with water and neutralized with Na2CO3, and extracted 3 times with EtOAc. The combined organic phases were concentrated and purified by silica gel column chromatography and preparative HPLC to yield the title compound (1.5 g,...